Dataset: the Open Reaction Database (ORD), a public repository of structured organic reaction records. Task: describe an organic reaction: reactants, conditions, products, and yield Starting materials: NC1=CC=C2C=CC=NC2=C1 (7-aminoquinoline), C1(=CC=C(C=C1)C(=O)O)C1=CC=CC=C1 (4-biphenylcarboxylic acid), Cl.CN(CCCN=C=NCC)C (1-(3-dimethylamino-propyl)-3-ethyl-carbodiimide hydrochloride). The reagents and catalysts are CN(C1=CC=NC=C1)C (4-dimethylaminopyridine). The solvent is C(Cl)Cl (DCM), C(Cl)Cl (DCM). Reaction conditions: time 8 hour. The product is N1=CC=CC2=CC=C(C=C12)NC(=O)C1=CC=C(C=C1)C1=CC=CC=C1 (N-Quinolin-7-yl-1,1′-biphenyl-4-carboxamide). RXN SMILES: [NH2:1][C:2]1[CH:11]=[C:10]2[C:5]([CH:6]=[CH:7][CH:8]=[N:9]2)=[CH:4][CH:3]=1.[C:12]1([C:21]2[CH:26]=[CH:25][CH:24]=[CH:23][CH:22]=2)[CH:17]=[CH:16][C:15]([C:18](O)=[O:19])=[CH:14][CH:13]=1.Cl.CN(C)CCCN=C=NCC>C(Cl)Cl.CN(C)C1C=CN=CC=1>[N:9]1[C:10]2[C:5](=[CH:4][CH:3]=[C:2]([NH:1][C:18]([C:15]3[CH:16]=[CH:17][C:12]([C:21]4[CH:22]=[CH:23][CH:24]=[CH:25][CH:26]=4)=[CH:13][CH:14]=3)=[O:19])[CH:11]=2)[CH:6]=[CH:7][CH:8]=1 |f:2.3|. Procedure: To a solution of 7-aminoquinoline (D55) (100 mg, 0.69 mmol) in DCM (3 ml) was added 4-biphenylcarboxylic acid (206 mg, 1.04 mmol), 1-(3-dimethylamino-propyl)-3-ethyl-carbodiimide hydrochloride (197 mg, 1.04 mmol) and 4-dimethylaminopyridine (10 mg, 0.08 mmol) and the reaction stirred at room temperature overnight. The mixture was diluted with DCM, washed with sat. aqueous sodium bicarbonate solution, dried over MgSO4 and concentrated in vacuo to give the crude product which was purified by SPE c... The reactants are Cc1nccn1S(=O)(=O)N1CCN(C(=O)OC(C)(C)C)CC1, ClCCl, COS(=O)(=O)C(F)(F)F. Product: Cc1nccn1S(=O)(=O)N1CCN(C(=O)OC(C)(C)C)CC1, O=S(=O)(O)C(F)(F)F. As a reaction SMILES: [C:1]([CH3:2])([CH3:3])([CH3:4])[O:5][C:6](=[O:7])[N:8]1[CH2:9][CH2:10][N:11]([S:14](=[O:15])(=[O:16])[n:17]2[c:18]([CH3:22])[n:19][cH:20][cH:21]2)[CH2:12][CH2:13]1.[CH2:32]([Cl:33])[Cl:34].[CH3:23][O:24][S:25](=[O:26])(=[O:27])[C:28]([F:29])([F:30])[F:31]>>[C:1]([CH3:2])([CH3:3])([CH3:4])[O:5][C:6](=[O:7])[N:8]1[CH2:9][CH2:10][N:11]([S:14](=[O:15])(=[O:16])[n:17]2[c:18]([CH3:22])[n:19][cH:20][cH:21]2)[CH2:12][CH2:13]1.[O:24]=[S:25](=[O:26])([OH:27])[C:28]([F:29])([F:30])[F:31]. Starting materials: O=C([O-])[O-], CCc1n[nH]c(C(N)=O)c1[N+](=O)[O-], CN(C)C=O, ClCc1cccnn1, [Cs+], [Cs+]. Product: CCc1c([N+](=O)[O-])c(C(N)=O)nn1Cc1cccnn1. As a reaction SMILES: [C:22](=[O:23])([O-:24])[O-:25].[CH2:1]([CH3:2])[c:3]1[n:4][nH:5][c:6]([C:11](=[O:12])[NH2:13])[c:7]1[N+:8](=[O:9])[O-:10].[CH3:28][N:29]([CH3:30])[CH:31]=[O:32].[Cl:14][CH2:15][c:16]1[n:17][n:18][cH:19][cH:20][cH:21]1.[Cs+:26].[Cs+:27]>>[CH2:1]([CH3:2])[c:3]1[n:4]([CH2:15][c:16]2[n:17][n:18][cH:19][cH:20][cH:21]2)[n:5][c:6]([C:11](=[O:12])[NH2:13])[c:7]1[N+:8](=[O:9])[O-:10]. The reactants are S1C=CC=C1 (thiophene), C(C1=CC=CC=C1)=O (benzaldehyde), N1C(CNCC1)C(=O)N (2-piperazinecarboxamide), [H][H] (hydrogen). The reagents and catalysts are [Pt] (platinum-on-charcoal). Solvent: CO (methanol), C(C)O (ethanol). The product is C1(=CC=CC=C1)CN1CC(NCC1)C(=O)N (4-(phenylmethyl)-2-piperazinecarboxamide). Isolated yield 55.0%. Reaction SMILES: S1C=CC=C1.[CH:6](=O)[C:7]1[CH:12]=[CH:11][CH:10]=[CH:9][CH:8]=1.[NH:14]1[CH2:19][CH2:18][NH:17][CH2:16][CH:15]1[C:20]([NH2:22])=[O:21].[H][H]>[Pt].CO.C(O)C>[C:7]1([CH2:6][N:17]2[CH2:18][CH2:19][NH:14][CH:15]([C:20]([NH2:22])=[O:21])[CH2:16]2)[CH:12]=[CH:11][CH:10]=[CH:9][CH:8]=1. Reported procedure: To 1 part of a solution of 2 parts of thiophene in 40 parts of ethanol were added 2.2 parts of benzaldehyde, 2.6 parts of 2-piperazinecarboxamide and 120 parts of methanol. The whole was hydrogenated at normal pressure and at room temperature with 2 parts of platinum-on-charcoal catalyst 5%. After the calculated amount of hydrogen was taken up, the catalyst was filtered off and the filtrate was evaporated. The solid residue was boiled in 64 parts of acetonitrile. The mixture was filtered and the... Reactants: CCC1CC(C(CN2CC(=O)N(c3ccccc3Cl)CC2(C)C)NC(=O)OC(C)(C)C)OC1=O, CC(C)CN, O, Oc1ccccn1. Product: CCC(CC(O)C(CN1CC(=O)N(c2ccccc2Cl)CC1(C)C)NC(=O)OC(C)(C)C)C(=O)NCC(C)C. Reaction SMILES: [C:8]([CH3:9])([CH3:10])([CH3:11])[O:12][C:13]([NH:14][CH:15]([CH2:16][N:17]1[C:18]([CH3:31])([CH3:32])[CH2:19][N:20]([c:24]2[c:25]([Cl:30])[cH:26][cH:27][cH:28][cH:29]2)[C:21](=[O:23])[CH2:22]1)[CH:33]1[O:34][C:35](=[O:40])[CH:36]([CH2:38][CH3:39])[CH2:37]1)=[O:41].[CH2:42]([CH:43]([CH3:44])[CH3:45])[NH2:46].[OH2:47].[OH:1][c:2]1[cH:3][cH:4][cH:5][cH:6][n:7]1>>[C:8]([CH3:9])([CH3:10])([CH3:11])[O:12][C:13]([NH:14][CH:15]([CH2:16][N:17]1[C:18]([CH3:31])([CH3:32])[CH2:19][N:20]([c:24]2[c:25]([Cl:30])[cH:26][cH:27][cH:28][cH:29]2)[C:21](=[O:23])[CH2:22]1)[CH:33]([OH:34])[CH2:37][CH:36]([C:35](=[O:40])[NH:46][CH2:42][CH:43]([CH3:44])[CH3:45])[CH2:38][CH3:39])=[O:41]. The reactants are FC(C=1C=C(C=C(C1)C(F)(F)F)S(=O)(=O)NC1=C(N)C=CC=C1)(F)F (2-(3,5-bistrifluoromethylphenyl) sulfonylaminoaniline), BrC1=C(C=CC=C1)N=C=O (2-bromophenylisocyanate). The product is FC(C=1C=C(C=C(C1)C(F)(F)F)S(=O)(=O)NC1=C(C=CC=C1)NC(=O)NC1=C(C=CC=C1)Br)(F)F (N-[2-[(3,5-Bistrifluoromethylphenyl)sulfonylamino]phenyl]-N′-(2-bromophenyl)urea). RXN SMILES: [F:1][C:2]([F:25])([F:24])[C:3]1[CH:4]=[C:5]([S:13]([NH:16][C:17]2[CH:23]=[CH:22][CH:21]=[CH:20][C:18]=2[NH2:19])(=[O:15])=[O:14])[CH:6]=[C:7]([C:9]([F:12])([F:11])[F:10])[CH:8]=1.[Br:26][C:27]1[CH:32]=[CH:31][CH:30]=[CH:29][C:28]=1[N:33]=[C:34]=[O:35]>>[F:10][C:9]([F:11])([F:12])[C:7]1[CH:6]=[C:5]([S:13]([NH:16][C:17]2[CH:23]=[CH:22][CH:21]=[CH:20][C:18]=2[NH:19][C:34]([NH:33][C:28]2[CH:29]=[CH:30][CH:31]=[CH:32][C:27]=2[Br:26])=[O:35])(=[O:14])=[O:15])[CH:4]=[C:3]([C:2]([F:24])([F:1])[F:25])[CH:8]=1. Procedure details: The title compound was prepared from [2-(3,5-bistrifluoromethylphenyl) sulfonylaminoaniline (591 mg, 1.5 mmol) and 2-bromophenylisocyanate (305 mg, 1.5 mmol) according to General Method B. The product was purified by flash chromatography on silica gel (ethyl acetate:hexane 30/70) (10 mg, 1%). EI-MS m/z 580 (M−H)−.